describe an organic reaction: reactants, conditions, products, and yield From a dataset of the Open Reaction Database (ORD), a public repository of structured organic reaction records. The reactants are CCOCC (ether), crude product, [H-].[Al+3].[Li+].[H-].[H-].[H-] (Lithium aluminium hydride), FC1(CCN(CC1)C(=O)OC(C)(C)C)C(=O)OCC (1-tert-butyl 4-ethyl 4-fluoropiperidine-1,4-dicarboxylate). Solvent: C1CCOC1 (THF), C(Cl)(Cl)Cl (chloroform). Run at temperature 0 celsius. The product is FC1(CCN(CC1)C(=O)OC(C)(C)C)CO (tert-butyl 4-fluoro-4-(hydroxymethyl)piperidine-1-carboxylate). Isolated yield 68.6%. RXN SMILES: [H-].[Al+3].[Li+].[H-].[H-].[H-].[F:7][C:8]1([C:21](OCC)=[O:22])[CH2:13][CH2:12][N:11]([C:14]([O:16][C:17]([CH3:20])([CH3:19])[CH3:18])=[O:15])[CH2:10][CH2:9]1.CCOCC>C1COCC1.C(Cl)(Cl)Cl>[F:7][C:8]1([CH2:21][OH:22])[CH2:9][CH2:10][N:11]([C:14]([O:16][C:17]([CH3:18])([CH3:19])[CH3:20])=[O:15])[CH2:12][CH2:13]1 |f:0.1.2.3.4.5|. Reported procedure: Lithium aluminium hydride (1M in THF) (2.36 mL, 2.361 mmol) was added dropwise to a stirred solution of 1-tert-butyl 4-ethyl 4-fluoropiperidine-1,4-dicarboxylate (325 mg, 1.180 mmol) in THF (5.90 mL) cooled to 0° C. After 10 min ether (15 mL) was added and the reaction was quenched by sequential dropwise addition of water (0.1 mL), 10% NaOH (0.1 mL) and water (0.3 mL). The mixture was stirred at room temperature and the lithium salts that had precipitated were filtered off and washed with fresh ... Conditions: temperature 100 celsius. Reported procedure: Tetrakis (triphenylphosphine)palladium (0) (4.10 g, 0.0035 mol) was added to a suspension of N-tert-butyloxycarbonyl-4,4-dimethyl-6-trifluoromethylsulfonyloxy-1,2,3,4-tetrahydroisoquinoline (36.37 g, 0.089 mol) and zinc cyanide (10.44 g, 0.089 mol) in anhydrous dimethyl formamide (280 ml) under argon. The resultant was heated at 100° C. for 4 hours, cooled and poured into water (800 ml). The mixture was filtered through kieselguhr and the filter cake washed with ethyl acetate. The bilayered filt... The product is C(C)(C)(C)OC(=O)N1CC2=CC=C(C=C2C(C1)(C)C)C#N (N-tert-Butyloxycarbonyl-6-cyano-4,4-dimethyl-1,2,3,4-tetrahydroisoquinoline). Reagents/catalysts: [C-]#N.[Zn+2].[C-]#N (zinc cyanide). Reaction SMILES: [C:1]([O:5][C:6]([N:8]1[CH2:17][C:16]([CH3:19])([CH3:18])[C:15]2[C:10](=[CH:11][CH:12]=[C:13](OS(C(F)(F)F)(=O)=O)[CH:14]=2)[CH2:9]1)=[O:7])([CH3:4])([CH3:3])[CH3:2].O.[CH3:29][N:30](C)C=O>[C-]#N.[Zn+2].[C-]#N>[C:1]([O:5][C:6]([N:8]1[CH2:17][C:16]([CH3:19])([CH3:18])[C:15]2[C:10](=[CH:11][CH:12]=[C:13]([C:29]#[N:30])[CH:14]=2)[CH2:9]1)=[O:7])([CH3:4])([CH3:3])[CH3:2] |f:3.4.5|. The reactants are Tetrakis (triphenylphosphine)palladium (0), C(C)(C)(C)OC(=O)N1CC2=CC=C(C=C2C(C1)(C)C)OS(=O)(=O)C(F)(F)F (N-tert-butyloxycarbonyl-4,4-dimethyl-6-trifluoromethylsulfonyloxy-1,2,3,4-tetrahydroisoquinoline), CN(C=O)C (dimethyl formamide), O (water). The yield is 85.0%. Yields the product O=CCC1CC(=O)c2ccccc2N1C(=O)OCc1ccccc1. Reactants: C=CCC1CC(=O)c2ccccc2N1C(=O)OCc1ccccc1, [O-][I+3]([O-])([O-])[O-], [Na+], C1COCCO1, O, Cc1cccc(C)n1. As a reaction SMILES: [CH2:1]([CH:2]=[CH2:3])[CH:4]1[N:5]([C:15](=[O:16])[O:17][CH2:18][c:19]2[cH:20][cH:21][cH:22][cH:23][cH:24]2)[c:6]2[cH:7][cH:8][cH:9][cH:10][c:11]2[C:12](=[O:14])[CH2:13]1.[I+3:25]([O-:26])([O-:27])([O-:28])[O-:29].[Na+:30].[O:40]1[CH2:41][CH2:42][O:43][CH2:44][CH2:45]1.[OH2:39].[n:31]1[c:32]([CH3:33])[cH:34][cH:35][cH:36][c:37]1[CH3:38]>>[CH2:1]([CH:2]=[O:26])[CH:4]1[N:5]([C:15](=[O:16])[O:17][CH2:18][c:19]2[cH:20][cH:21][cH:22][cH:23][cH:24]2)[c:6]2[cH:7][cH:8][cH:9][cH:10][c:11]2[C:12](=[O:14])[CH2:13]1. Starting materials: ClC=1C=CC(=C(C1)S(=O)(=O)N1COC2=C1C=C(C=C2F)C(=O)O)OC (3-(5-chloro-2-methoxy-benzenesulfonyl)-7-fluoro-2,3-dihydro-benzooxazole-5-carboxylic acid), NC1=CC=C(C(=O)OCC)C=C1 (ethyl 4-aminobenzoate). The product is C(C)OC(C1=CC=C(C=C1)NC(=O)C=1C=C(C2=C(N(CO2)S(=O)(=O)C2=C(C=CC(=C2)Cl)OC)C1)F)=O (4-{[3-(5-chloro-2-methoxy-benzenesulfonyl)-7-fluoro-2,3-dihydro-benzooxazole-5-carbonyl]-amino}-benzoic acid ethyl ester). RXN SMILES: [Cl:1][C:2]1[CH:3]=[CH:4][C:5]([O:24][CH3:25])=[C:6]([S:8]([N:11]2[C:15]3[CH:16]=[C:17]([C:21](O)=[O:22])[CH:18]=[C:19]([F:20])[C:14]=3[O:13][CH2:12]2)(=[O:10])=[O:9])[CH:7]=1.[NH2:26][C:27]1[CH:37]=[CH:36][C:30]([C:31]([O:33][CH2:34][CH3:35])=[O:32])=[CH:29][CH:28]=1>>[CH2:34]([O:33][C:31](=[O:32])[C:30]1[CH:29]=[CH:28][C:27]([NH:26][C:21]([C:17]2[CH:18]=[C:19]([F:20])[C:14]3[O:13][CH2:12][N:11]([S:8]([C:6]4[CH:7]=[C:2]([Cl:1])[CH:3]=[CH:4][C:5]=4[O:24][CH3:25])(=[O:10])=[O:9])[C:15]=3[CH:16]=2)=[O:22])=[CH:37][CH:36]=1)[CH3:35]. Reported procedure: Reaction of 3-(5-chloro-2-methoxy-benzenesulfonyl)-7-fluoro-2,3-dihydro-benzooxazole-5-carboxylic acid with ethyl 4-aminobenzoate in analogy with example 30, step 4 gave 4-{[3-(5-chloro-2-methoxy-benzenesulfonyl)-7-fluoro-2,3-dihydro-benzooxazole-5-carbonyl]-amino}-benzoic acid ethyl ester. White solid, MS (ISP)=535.2 (M+H)+. The reactants are FC1=CC=C(C=C1)N1C=C(C(C2=CC(=C(C(=C12)F)F)F)=O)C(=O)O (1-(4-Fluorophenyl)-6,7,8-trifluoro-1,4-dihydro-4-oxoquinoline-3-carboxylic acid), Br.Br.C1=2CNCC2CNC1 (3,7-diazabicyclo[3.3.0] oct-1(5)-ene dihydrobromide), N12CCCCCC2=NCCC1 (1,8-diazabicyclo [5.4.0] undec-7-ene). Solvent: C(C)#N (acetonitrile). Reaction conditions: time 8 hour. Product: C1=2CN(CC2CNC1)C1=C(C=C2C(C(=CN(C2=C1F)C1=CC=C(C=C1)F)C(=O)O)=O)F (7-[3,7-diazabicyclo [3.3.0]oct-1(5)-en-3-yl]-6,8-difluoro-1-(4-fluorophenyl)-1,4-dihydro-4-oxoquinoline-3-carboxylic acid). Isolated yield 67.0%. As a reaction SMILES: [F:1][C:2]1[CH:7]=[CH:6][C:5]([N:8]2[C:17]3[C:12](=[CH:13][C:14]([F:20])=[C:15](F)[C:16]=3[F:18])[C:11](=[O:21])[C:10]([C:22]([OH:24])=[O:23])=[CH:9]2)=[CH:4][CH:3]=1.Br.Br.[C:27]12[CH2:34][NH:33][CH2:32][C:31]=1[CH2:30][NH:29][CH2:28]2.N12CCCN=C1CCCCC2>C(#N)C>[C:27]12[CH2:34][NH:33][CH2:32][C:31]=1[CH2:30][N:29]([C:15]1[C:16]([F:18])=[C:17]3[C:12]([C:11](=[O:21])[C:10]([C:22]([OH:24])=[O:23])=[CH:9][N:8]3[C:5]3[CH:4]=[CH:3][C:2]([F:1])=[CH:7][CH:6]=3)=[CH:13][C:14]=1[F:20])[CH2:28]2 |f:1.2.3|. Procedure: 1-(4-Fluorophenyl)-6,7,8-trifluoro-1,4-dihydro-4-oxoquinoline-3-carboxylic acid (0.33 g), 3,7-diazabicyclo[3.3.0] oct-1(5)-ene dihydrobromide (0.27 g) and 1,8-diazabicyclo [5.4.0] undec-7-ene (DBU, 1 ml) were dissolved in acetonitrile (10 ml) and refluxed for 4 hours. The reaction mixture was kept overnight at room temperature and the produced precipitate was filtered, washed with acetonitrile, methanol to give the title compound (0.28 g, yield 66%). Starting materials: CCO, Cl, [Na+], [OH-], O, CCOC(=O)c1cc2cnc3cccc(s1)n23. Yields the product O=C(O)c1cc2cnc3cccc(s1)n23. As a reaction SMILES: [CH3:21][CH2:22][OH:23].[ClH:20].[Na+:19].[OH-:18].[OH2:24].[n:1]1[cH:2][c:3]2[cH:4][c:5]([C:13](=[O:14])[O:15][CH2:16][CH3:17])[s:6][c:7]3[cH:8][cH:9][cH:10][c:11]1[n:12]23>>[n:1]1[cH:2][c:3]2[cH:4][c:5]([C:13](=[O:14])[OH:15])[s:6][c:7]3[cH:8][cH:9][cH:10][c:11]1[n:12]23. Reactants: ClC1=C(C=C(C=C1OC)[C@@H]1O[C@@H]([C@H]([C@@H]([C@H]1O)O)O)CO)CC1=CC=C(C=C1)OCC ((2S,3R,4R,5S,6R)-2-(4-Chloro-3-(4-ethoxybenzyl)-5-methoxyphenyl)-6-(hydroxymethyl)tetrahydro-2H-pyran-3,4,5-triol), [H-].[Na+] (NaH), C(C1=CC=CC=C1)Br (benzyl bromide), O (water), O (water). The solvent is CN(C)C=O.C1CCOC1 (DMF THF). Run at time 16 hour. Product: C(C1=CC=CC=C1)O[C@@H]1[C@H](O[C@H]([C@@H]([C@H]1OCC1=CC=CC=C1)OCC1=CC=CC=C1)C1=CC(=C(C(=C1)OC)Cl)CC1=CC=C(C=C1)OCC)COCC1=CC=CC=C1 ((2R,3R,4R,5S,6S)-3,4,5-Tris(benzyloxy)-2-(benzyloxymethyl)-6-(4-chloro-3-(4-ethoxybenzyl)-5-methoxyphenyl)tetrahydro-2H-pyran). Yield: 182.2%. As a reaction SMILES: [Cl:1][C:2]1[C:7]([O:8][CH3:9])=[CH:6][C:5]([C@H:10]2[C@H:15]([OH:16])[C@@H:14]([OH:17])[C@H:13]([OH:18])[C@@H:12]([CH2:19][OH:20])[O:11]2)=[CH:4][C:3]=1[CH2:21][C:22]1[CH:27]=[CH:26][C:25]([O:28][CH2:29][CH3:30])=[CH:24][CH:23]=1.[H-].[Na+].[CH2:33](Br)[C:34]1[CH:39]=[CH:38][CH:37]=[CH:36][CH:35]=1.O>CN(C=O)C.C1COCC1>[CH2:33]([O:18][C@H:13]1[C@H:14]([O:17][CH2:33][C:34]2[CH:39]=[CH:38][CH:37]=[CH:36][CH:35]=2)[C@@H:15]([O:16][CH2:21][C:22]2[CH:27]=[CH:26][CH:25]=[CH:24][CH:23]=2)[C@H:10]([C:5]2[CH:6]=[C:7]([O:8][CH3:9])[C:2]([Cl:1])=[C:3]([CH2:21][C:22]3[CH:27]=[CH:26][C:25]([O:28][CH2:29][CH3:30])=[CH:24][CH:23]=3)[CH:4]=2)[O:11][C@@H:12]1[CH2:19][O:20][CH2:10][C:5]1[CH:6]=[CH:7][CH:2]=[CH:3][CH:4]=1)[C:34]1[CH:39]=[CH:38][CH:37]=[CH:36][CH:35]=1 |f:1.2,5.6|. Reported procedure: To a solution of compound 75 (4.12 mmol) in DMF/THF (20 mL/60 mL) at 0° C. under an atmosphere of nitrogen were added NaH (60% oil, 825 mg, 20.6 mmol) and benzyl bromide (4.9 mL, 41.2 mmol) dropwise, and the mixture was stirred for 16 hours at the room temperature. To the mixture was added water (20 mL) to quench the reaction. After dilution with water, the mixture was stirred at room temperature for 30 min and extracted with EtOAc (200 mL). The organic layer was dried over anhydrous MgSO4, filt... Reactants: O (water), O=C(CN(C1=CC=C(C=C1)Cl)S(=O)(=O)C)C (N-(2-oxopropyl)-4'-chloromethanesulphonanilide), C(CO)O (ethane-1,2-diol), C1(=CC=C(C=C1)S(=O)(=O)O)C (4-toluenesulphonic acid), O (water). Reagents/catalysts: [OH-].[Na+] (sodium hydroxide). Solvent: petrol, C1(=CC=CC=C1)C (toluene), C1(=CC=CC=C1)C (toluene). Yields the product CC1(OCCO1)CN(C1=CC=C(C=C1)Cl)S(=O)(=O)C (N-[(2-methyl-1,3-dioxolan-2-yl)methyl]-4'-chloro-methanesulphonanilide). As a reaction SMILES: [O:1]=[C:2]([CH3:16])[CH2:3][N:4]([S:12]([CH3:15])(=[O:14])=[O:13])[C:5]1[CH:10]=[CH:9][C:8]([Cl:11])=[CH:7][CH:6]=1.[CH2:17](O)[CH2:18][OH:19].C1(C)C=CC(S(O)(=O)=O)=CC=1.O>[OH-].[Na+].C1(C)C=CC=CC=1>[CH3:16][C:2]1([CH2:3][N:4]([S:12]([CH3:15])(=[O:14])=[O:13])[C:5]2[CH:6]=[CH:7][C:8]([Cl:11])=[CH:9][CH:10]=2)[O:19][CH2:18][CH2:17][O:1]1 |f:4.5|. Reported procedure: A mixture of N-(2-oxopropyl)-4'-chloromethanesulphonanilide (6.0 g), ethane-1,2-diol (10 ml), 4-toluenesulphonic acid (0.1 g) and toluene (75 ml) was stirred and boiled under reflux with water separation by means of a Dean and Stark receiver. After 3 hours the reaction mixture was cooled and poured into water (about 200 ml) containing a few drops of sodium hydroxide solution. The organic layer was separated, washed with water, dried (MgSO4) and evaporated to a brown oil, which gave fawn coloured... Starting materials: N1=C(NC=2C=NC=CC21)C2=CC=CC=1C(C=3N(C21)C=CC3)=O (5-(3H-imidazo[4,5-c]pyridin-2-yl)pyrrolo[1,2-a]indol-9-one), Cl.NO (hydroxylamine hydrochloride). Run in N1=CC=CC=C1 (pyridine). Product: N1=C(NC=2C=NC=CC21)C2=CC=CC=1C(C=3N(C21)C=CC3)=NO (5-(3H-imidazo[4,5-c]pyridin-2-yl)pyrrolo[1,2-a]indol-9-one oxime). Isolated yield 81.3%. As a reaction SMILES: [N:1]1[C:9]2[CH:8]=[CH:7][N:6]=[CH:5][C:4]=2[NH:3][C:2]=1[C:10]1[C:18]2[N:17]3[CH:19]=[CH:20][CH:21]=[C:16]3[C:15](=O)[C:14]=2[CH:13]=[CH:12][CH:11]=1.Cl.[NH2:24][OH:25]>N1C=CC=CC=1>[N:1]1[C:9]2[CH:8]=[CH:7][N:6]=[CH:5][C:4]=2[NH:3][C:2]=1[C:10]1[C:18]2[N:17]3[CH:19]=[CH:20][CH:21]=[C:16]3[C:15](=[N:24][OH:25])[C:14]=2[CH:13]=[CH:12][CH:11]=1 |f:1.2|. Reported procedure: In a 250 ml round-bottomed flask under argon, a mixture of 444 mg of 5-(3H-imidazo[4,5-c]pyridin-2-yl)pyrrolo[1,2-a]indol-9-one obtained according to the preceding stage and 323 mg of hydroxylamine hydrochloride in 60 ml of pyridine is refluxed for 3 hours. The reaction medium is evaporated to dryness under vacuum, the residue is taken up in a saturated solution of sodium bicarbonate and the precipitate is filtered off and washed with water. The solid is dissolved in methanol and the solvent is ...